Dataset: the Open Reaction Database (ORD), a public repository of structured organic reaction records. Task: describe an organic reaction: reactants, conditions, products, and yield The reactants are C(CCCCCCC\C=C/CCCCCCCC)(=O)O (oleic acid), [O-2].[Zn+2] (zinc oxide), C(CCCCCCC\C=C/CCCCCCCC)(=O)O (oleic acid), [O-2].[Zn+2] (zinc oxide). Yields the product C(CCCCCCC\C=C/CCCCCCCC)(=O)[O-].[Zn+2].C(CCCCCCC\C=C/CCCCCCCC)(=O)[O-] (zinc oleate). Reaction SMILES: [O-2].[Zn+2:2].[C:3]([OH:22])(=[O:21])[CH2:4][CH2:5][CH2:6][CH2:7][CH2:8][CH2:9][CH2:10]/[CH:11]=[CH:12]\[CH2:13][CH2:14][CH2:15][CH2:16][CH2:17][CH2:18][CH2:19][CH3:20]>>[C:3]([O-:22])(=[O:21])[CH2:4][CH2:5][CH2:6][CH2:7][CH2:8][CH2:9][CH2:10]/[CH:11]=[CH:12]\[CH2:13][CH2:14][CH2:15][CH2:16][CH2:17][CH2:18][CH2:19][CH3:20].[Zn+2:2].[C:3]([O-:22])(=[O:21])[CH2:4][CH2:5][CH2:6][CH2:7][CH2:8][CH2:9][CH2:10]/[CH:11]=[CH:12]\[CH2:13][CH2:14][CH2:15][CH2:16][CH2:17][CH2:18][CH2:19][CH3:20] |f:0.1,3.4.5|. Procedure details: The chemical reactivity of the ultrafine zinc oxide particles obtained in Examples 1 to 3 and Comparative Examples 1 and 2 to fatty acids was examined. Three grams of ultrafine zinc oxide particles were mixed with 27 g of oleic acid (special chemical grade available from Kanto Kagaku K.K.) at room temperature to prepare a suspension. The suspension was put in a warm air chamber maintained at a temperature of 120° C. so that zinc oxide was allowed to react with oleic acid (having a melting point ...